This data is from the Open Reaction Database (ORD), a public repository of structured organic reaction records. The task is: describe an organic reaction: reactants, conditions, products, and yield Reactants: C1(=CC=C(C=C1)S(=O)(=O)OC(C(C1=CC2=CC=C(C=C2C=C1)OC)(OC)OC)C)C (1,1-dimethoxy-1-(6-methoxy-2-naphthyl)prop-2-yl p-toluenesulfonate), CO (methanol), C([O-])(O)=O.[Na+] (sodium bicarbonate). The solvent is O (water), O (water). Product: COC=1C=C2C=CC(=CC2=CC1)C(C(=O)O)C (2-(6-methoxy-2-naphthyl)propionic acid). Reaction SMILES: C1(C)C=CC(S(O[CH:11](C)[C:12](OC)(OC)[C:13]2[CH:22]=[CH:21][C:20]3[C:15](=[CH:16][CH:17]=[C:18]([O:23][CH3:24])[CH:19]=3)[CH:14]=2)(=O)=O)=CC=1.CO.[C:33](=[O:36])(O)[O-:34].[Na+]>O>[CH3:24][O:23][C:18]1[CH:19]=[C:20]2[C:15](=[CH:16][CH:17]=1)[CH:14]=[C:13]([CH:12]([CH3:11])[C:33]([OH:34])=[O:36])[CH:22]=[CH:21]2 |f:2.3|. Reported procedure: A mixture of the oil, 1,1-dimethoxy-1-(6-methoxy-2-naphthyl)prop-2-yl p-toluenesulfonate, from Example 30, 50 ml of water, 100 ml of methanol and 19.5 g of sodium bicarbonate is refluxed (70° C.) for 14 hours. After that time, the mixture is cooled, poured into 6 volumes of water and extracted twice with 100 ml of toluene. The aqueous layer is acidified with concentrated hydrochloric acid to a pH of about 3 to yield 4.8 g of 2-(6-methoxy-2-naphthyl)propionic acid (melting point: 151.5°-153° C.).